From a dataset of the Open Reaction Database (ORD), a public repository of structured organic reaction records. describe an organic reaction: reactants, conditions, products, and yield The reactants are [H][H] (hydrogen), ClC1=C(C=C(C=C1)Cl)[N+](=O)[O-] (1,4-dichloro-2-nitrobenzene), C(C)(=O)O.C(=N)N (formamidine acetate). Reagents/catalysts: [Ni] (Raney nickel). The solvent is CO (methanol). Conditions: time 1 hour. Yields the product ClC1=C(C=C(C=C1)Cl)N (1,4-Dichloro-2-aminobenzene). RXN SMILES: [Cl:1][C:2]1[CH:7]=[CH:6][C:5]([Cl:8])=[CH:4][C:3]=1[N+:9]([O-])=O.C(O)(=O)C.C(N)=N.[H][H]>[Ni].CO>[Cl:1][C:2]1[CH:7]=[CH:6][C:5]([Cl:8])=[CH:4][C:3]=1[NH2:9] |f:1.2|. Procedure: 48.0 g of 1,4-dichloro-2-nitrobenzene, 2 g of Raney nickel (60%, aqueous), 1.5 g of formamidine acetate and 120 ml of methanol are introduced in an autoclave equipped with gas introduction stirrer. The air in the autoclave is then displaced by nitrogen and then by hydrogen. The hydrogenation is carried out at a pressure of 12 bar and a temperature of 80° C. The hydrogenation time is 1 hour. 1,4-Dichloro-2-aminobenzene, 99.6% pure (analysed by gas chromatography), is obtained in quantitative yiel... The reactants are COC(CN1C(CCC2=NC=C(C=C12)F)=O)OC (1-(2,2-dimethoxyethyl)-7-fluoro-3,4-dihydro-1,5-naphthyridin-2(1H)-one), BrN1C(CCC1=O)=O (N-bromosuccinimide), C([O-])([O-])=O.[K+].[K+] (potassium carbonate), [OH-].[Na+] (sodium hydroxide). Reagents/catalysts: N(=NC(C#N)(CC(C)(OC)C)C)C(C#N)(CC(C)(C)OC)C (2,2′-azobis(4-methoxy-2,4-dimethylvaleronitrile)). The solvent is ClC1=CC=CC=C1 (chlorobenzene), O (water). Reaction conditions: time 30 minute. The product is COC(CN1C(C=CC2=NC=C(C=C12)F)=O)OC (1-(2,2-dimethoxyethyl)-7-fluoro-1,5-naphthyridin-2(1H)-one). Isolated yield 82.7%. As a reaction SMILES: [CH3:1][O:2][CH:3]([O:17][CH3:18])[CH2:4][N:5]1[C:14]2[C:9](=[N:10][CH:11]=[C:12]([F:15])[CH:13]=2)[CH2:8][CH2:7][C:6]1=[O:16].BrN1C(=O)CCC1=O.C(=O)([O-])[O-].[K+].[K+].[OH-].[Na+]>ClC1C=CC=CC=1.N(C(C)(CC(OC)(C)C)C#N)=NC(C)(CC(C)(OC)C)C#N.O>[CH3:18][O:17][CH:3]([O:2][CH3:1])[CH2:4][N:5]1[C:14]2[C:9](=[N:10][CH:11]=[C:12]([F:15])[CH:13]=2)[CH:8]=[CH:7][C:6]1=[O:16] |f:2.3.4,5.6|. Procedure details: To a suspension of 5.0 g of 1-(2,2-dimethoxyethyl)-7-fluoro-3,4-dihydro-1,5-naphthyridin-2(1H)-one, 5.3 g of N-bromosuccinimide and 3.0 g of potassium carbonate in 30 mL of chlorobenzene, 0.12 g of 2,2′-azobis(4-methoxy-2,4-dimethylvaleronitrile) was added three times hourly at 50 to 60° C. under a nitrogen atmosphere. After stirring the reaction mixture for 1 hour at the same temperature, 10 mL of water was added thereto, and the mixture was adjusted to pH 12.6 using a 20% sodium hydroxide solu... Starting materials: BrCc1cccc(Br)n1, COc1ccc(C(=O)c2c[nH]c3ccc(C)nc3c2=O)cc1C, CN(C)C=O. The product is COc1ccc(C(=O)c2cn(Cc3cccc(Br)n3)c3ccc(C)nc3c2=O)cc1C. As a reaction SMILES: [Br:24][c:25]1[n:26][c:27]([CH2:31][Br:32])[cH:28][cH:29][cH:30]1.[CH3:1][O:2][c:3]1[c:4]([CH3:23])[cH:5][c:6]([C:7](=[O:8])[c:9]2[cH:10][nH:11][c:12]3[cH:13][cH:14][c:15]([CH3:20])[n:16][c:17]3[c:18]2=[O:19])[cH:21][cH:22]1.[CH3:33][N:34]([CH3:35])[CH:36]=[O:37]>>[CH3:1][O:2][c:3]1[c:4]([CH3:23])[cH:5][c:6]([C:7](=[O:8])[c:9]2[cH:10][n:11]([CH2:31][c:27]3[n:26][c:25]([Br:24])[cH:30][cH:29][cH:28]3)[c:12]3[cH:13][cH:14][c:15]([CH3:20])[n:16][c:17]3[c:18]2=[O:19])[cH:21][cH:22]1. Reactants: C(C)(C)N(C(C)C)CC (N,N-Diisopropylethylamine), IC=1C=CC(=C(C1)O)C (5-iodo-2-methyl-phenol), ClCOC (Chloromethyl-methyl ether). The solvent is CCOCC (ether), ClCCl (dichloromethane). Reaction conditions: time 5 hour. The product is IC1=CC(=C(C=C1)C)OCOC (4-iodo-2-methoxymethoxy-1-methyl-benzene). Reaction SMILES: C(N(CC)C(C)C)(C)C.[I:10][C:11]1[CH:12]=[CH:13][C:14]([CH3:18])=[C:15]([OH:17])[CH:16]=1.Cl[CH2:20][O:21][CH3:22]>ClCCl.CCOCC>[I:10][C:11]1[CH:12]=[CH:13][C:14]([CH3:18])=[C:15]([O:17][CH2:20][O:21][CH3:22])[CH:16]=1. Procedure details: N,N-Diisopropylethylamine (8.3 mL, 47.4 mmol) (Aldrich) was added to a suspension of 5-iodo-2-methyl-phenol (10.1 g, 43.1 mmol) (from Example 17 supra) in dichloromethane (40 mL) with cooling in an ice-water bath. Chloromethyl-methyl ether (6.5 mL, 86.1 mmol) (Aldrich) was added dropwise and the mixture stirred at room temperature for 5 hours. The mixture was then diluted with ether (200 mL) and washed with water (200 mL), followed by 0.1 N HCl (2×200 mL) and brine (200 mL). Aqueous layers were ...